Dataset: the Open Reaction Database (ORD), a public repository of structured organic reaction records. Task: describe an organic reaction: reactants, conditions, products, and yield Reactants: CN1[C@@H](C[C@@H](C1)SC(C)=O)COC(C)=O ((2S,4S)-1-methyl-2-acetoxymethyl-4-acetylthiopyrrolidine), C[O-].[Na+] (sodium methoxide), Cl (hydrochloric acid), resultant mixture. The solvent is CO (methanol), CO (methanol). Yields the product Cl.CN1[C@@H](C[C@@H](C1)S)CO ((2S,4S)-1-methyl-2-hydroxymethyl-4-mercaptopyrrolidine hydrochloride). As a reaction SMILES: [CH3:1][N:2]1[CH2:6][C@@H:5]([S:7]C(=O)C)[CH2:4][C@H:3]1[CH2:11][O:12]C(=O)C.C[O-].[Na+].[ClH:19]>CO>[ClH:19].[CH3:1][N:2]1[CH2:6][C@@H:5]([SH:7])[CH2:4][C@H:3]1[CH2:11][OH:12] |f:1.2,5.6|. Procedure: To a solution of (2S,4S)-1-methyl-2-acetoxymethyl-4-acetylthiopyrrolidine (231 mg) in methanol (2.4 ml), a solution of sodium methoxide (130 mg) in methanol (1.4 ml) was added at room temperature under nitrogen stream, and the resultant mixture was stirred at the same temperature for 19 minutes. The reaction mixture was combined with conc. hydrochloric acid (375 mg), followed by removal of the solvent. The residue was dissolved in a mixture of chloroform and methanol (4:1) and dried over magnesi... The reactants are C1CCOC1, CCOC(=O)c1cnn(-c2cccc(-c3cccc(I)c3OCc3ccc(C)cc3C)n2)c1C(F)(F)F, CB1OB(C)OB(C)O1, [Na+], [Na+], O=C([O-])[O-]. Yields the product CCOC(=O)c1cnn(-c2cccc(-c3cccc(C)c3OCc3ccc(C)cc3C)n2)c1C(F)(F)F. RXN SMILES: [CH2:53]1[O:54][CH2:55][CH2:56][CH2:57]1.[CH3:1][c:2]1[c:3]([CH2:4][O:5][c:6]2[c:7](-[c:13]3[cH:14][cH:15][cH:16][c:17](-[n:19]4[n:20][cH:21][c:22]([C:28](=[O:29])[O:30][CH2:31][CH3:32])[c:23]4[C:24]([F:25])([F:26])[F:27])[n:18]3)[cH:8][cH:9][cH:10][c:11]2[I:12])[cH:33][cH:34][c:35]([CH3:37])[cH:36]1.[CH3:38][B:39]1[O:40][B:41]([CH3:42])[O:43][B:44]([CH3:45])[O:46]1.[Na+:47].[Na+:48].[O-:49][C:50](=[O:51])[O-:52]>>[CH3:1][c:2]1[c:3]([CH2:4][O:5][c:6]2[c:7](-[c:13]3[cH:14][cH:15][cH:16][c:17](-[n:19]4[n:20][cH:21][c:22]([C:28](=[O:29])[O:30][CH2:31][CH3:32])[c:23]4[C:24]([F:25])([F:26])[F:27])[n:18]3)[cH:8][cH:9][cH:10][c:11]2[CH3:38])[cH:33][cH:34][c:35]([CH3:37])[cH:36]1. Reactants: OCCOCCO, [K+], NN, [OH-], O, O, O=C(CCC1CCCNC1)c1cnc2ccccc2c1. Product: c1ccc2ncc(CCCC3CCCNC3)cc2c1. RXN SMILES: [CH2:26]([OH:27])[CH2:28][O:29][CH2:30][CH2:31][OH:32].[K+:25].[NH2:22][NH2:23].[OH-:24].[OH2:21].[OH2:33].[n:1]1[cH:2][c:3]([C:11]([CH2:12][CH2:13][CH:14]2[CH2:15][NH:16][CH2:17][CH2:18][CH2:19]2)=[O:20])[cH:4][c:5]2[cH:6][cH:7][cH:8][cH:9][c:10]12>>[n:1]1[cH:2][c:3]([CH2:11][CH2:12][CH2:13][CH:14]2[CH2:15][NH:16][CH2:17][CH2:18][CH2:19]2)[cH:4][c:5]2[cH:6][cH:7][cH:8][cH:9][c:10]12. Reactants: NC1CCC(Br)CC1, Cl, [H][H], Nc1c(Br)cc(Br)cc1C=O. Yields the product Nc1c(Br)cc(Br)cc1CNC1CCC(Br)CC1, Cl. As a reaction SMILES: [Br:2][CH:3]1[CH2:4][CH2:5][CH:6]([NH2:9])[CH2:7][CH2:8]1.[ClH:1].[H:21][H:22].[NH2:10][c:11]1[c:12]([CH:13]=[O:14])[cH:15][c:16]([Br:20])[cH:17][c:18]1[Br:19]>>[Br:2][CH:3]1[CH2:4][CH2:5][CH:6]([NH:9][CH2:13][c:12]2[c:11]([NH2:10])[c:18]([Br:19])[cH:17][c:16]([Br:20])[cH:15]2)[CH2:7][CH2:8]1.[ClH:1]. Reactants: COC=1C=CC(=C(C1)N)C1CC2=CC=C(C=C2CC1)OC (5-methoxy-2-(6-methoxy-1,2,3,4-tetrahydronaphthalen-2-yl)phenylamine), Cl (hydrochloric acid), N1=CC=CC=C1 (pyridine), C(C)(=O)OC(C)=O (acetic anhydride). Solvent: O1CCCC1 (tetrahydrofuran). Run at time 8 hour. Product: C(C)NC1=C(C=CC(=C1)OC)C1CC2=CC=C(C=C2CC1)OC (ethyl[5-methoxy-2-(6-methoxy-1,2,3,4-tetrahydronaphthalen-2-yl)phenyl]amine). RXN SMILES: [CH3:1][O:2][C:3]1[CH:4]=[CH:5][C:6]([CH:10]2[CH2:19][CH2:18][C:17]3[C:12](=[CH:13][CH:14]=[C:15]([O:20][CH3:21])[CH:16]=3)[CH2:11]2)=[C:7]([NH2:9])[CH:8]=1.N1C=CC=[CH:24][CH:23]=1.C(OC(=O)C)(=O)C.Cl>O1CCCC1>[CH2:23]([NH:9][C:7]1[CH:8]=[C:3]([O:2][CH3:1])[CH:4]=[CH:5][C:6]=1[CH:10]1[CH2:19][CH2:18][C:17]2[C:12](=[CH:13][CH:14]=[C:15]([O:20][CH3:21])[CH:16]=2)[CH2:11]1)[CH3:24]. Reported procedure: To a solution of 5-methoxy-2-(6-methoxy-1,2,3,4-tetrahydronaphthalen-2-yl)phenylamine (9.3 g) in tetrahydrofuran (100 ml) were sequentially added pyridine (8.0 ml) and acetic anhydride (6.2 ml), and the solution was stirred overnight at room temperature. To the reaction solution was added 1N hydrochloric acid, the solution was extracted with ethyl acetate, then sequentially washed with a saturated aqueous solution of sodium bicarbonate and brine, dried over anhydrous magnesium sulfate, and then ... Reactants: ClC=1C=C(NC=2C3=C(N=CN2)NC(=C3)CO)C=CC1 (4-(3-chloroanilino)-6-hydroxymethyl-7H-pyrrolo[2,3-d]pyrimidine), CN1C(N(CCC1)C)=O (1,3-dimethyl-3,4,5,6-tetrahydro-2(1H)-pyrimidinone). Reagents/catalysts: [O-2].[O-2].[Mn+4] (manganese dioxide). Run in C(Cl)Cl (methylene chloride). Run at time 20 hour. The product is ClC=1C=C(NC=2C3=C(N=CN2)NC(=C3)C=O)C=CC1 (4-(3-chloroanilino)-6-formyl-7H-pyrrolo[2,3-d]pyrimidine). Reaction SMILES: [Cl:1][C:2]1[CH:3]=[C:4]([CH:17]=[CH:18][CH:19]=1)[NH:5][C:6]1[C:7]2[CH:14]=[C:13]([CH2:15][OH:16])[NH:12][C:8]=2[N:9]=[CH:10][N:11]=1.CN1CCCN(C)C1=O>C(Cl)Cl.[O-2].[O-2].[Mn+4]>[Cl:1][C:2]1[CH:3]=[C:4]([CH:17]=[CH:18][CH:19]=1)[NH:5][C:6]1[C:7]2[CH:14]=[C:13]([CH:15]=[O:16])[NH:12][C:8]=2[N:9]=[CH:10][N:11]=1 |f:3.4.5|. Procedure details: With ice-cooling, 1.9 g of manganese dioxide (85%) are added to a suspension of 715 mg (2.6 mmol) of 4-(3-chloroanilino)-6-hydroxymethyl-7H-pyrrolo[2,3-d]pyrimidine in 170 ml of methylene chloride and the mixture is stirred at RT for 20 h. 20 ml of 1,3-dimethyl-3,4,5,6-tetrahydro-2(1H)-pyrimidinone (DMPU) are then added to the reaction mixture, and it is stirred for 1 h and then filtered through Hyflo. The filtration residue is again stirred (1 h) in 50 ml of methylene chloride/DMPU (1:1) and ag... The reactants are C1(=CC=CC=C1)CC(CC(C)=O)=O (1-Phenyl-2,4-pentanedione), C(#N)CC(=O)N (cyanoacetamide), N1CCCCC1 (Piperidine). The solvent is CCO (EtOH), O (water). Run at temperature 75 celsius, time 20 minute. Yields the product CC1=CC(=C(C(N1)=O)C#N)CC1=CC=CC=C1 (6-methyl-2-oxo-4-(phenylmethyl)-1,2-dihydro-3-pyridinecarbonitrile), CC1=C(C(NC(=C1)CC1=CC=CC=C1)=O)C#N (4-methyl-2-oxo-6-(phenylmethyl)-1,2-dihydro-3-pyridinecarbonitrile). Yield: 103.4%. Reaction SMILES: [C:1]1([CH2:7][C:8](=O)[CH2:9][C:10](=O)[CH3:11])[CH:6]=[CH:5][CH:4]=[CH:3][CH:2]=1.[C:14]([CH2:16][C:17]([NH2:19])=[O:18])#[N:15].N1CCCCC1>CCO.O>[CH3:11][C:10]1[NH:19][C:17](=[O:18])[C:16]([C:14]#[N:15])=[C:8]([CH2:7][C:1]2[CH:6]=[CH:5][CH:4]=[CH:3][CH:2]=2)[CH:9]=1.[CH3:11][C:10]1[CH:9]=[C:8]([CH2:7][C:1]2[CH:6]=[CH:5][CH:4]=[CH:3][CH:2]=2)[NH:19][C:17](=[O:18])[C:16]=1[C:14]#[N:15]. Reported procedure: 1-Phenyl-2,4-pentanedione (18.32 g, 104 mmol) and cyanoacetamide (8.74 g, 104 mmol) were dissolved in EtOH (104 mL) and heated until homogenous (ca. 75° C.). Piperidine (8.86 g, 104 mmol) was added and the reaction mixture heated at reflux for 15-30 min. followed by cooling to room temperature, during which time precipitation occurred. The heterogenous contents were filtered to give a solid which was suspended in 200 mL water and stirred vigorously for 20 min. The heterogenous mixture was filter...